The task is: describe an organic reaction: reactants, conditions, products, and yield. This data is from the Open Reaction Database (ORD), a public repository of structured organic reaction records. Yields the product N1=CC(=CC=C1)C(=CCOC=1C=C(C(=O)O)C=CC1)C1=CC=CC=C1 (3-[3-(3-pyridyl)-3-phenyl-2-propenyloxy]benzoic acid). The reactants are [OH-].[Na+] (sodium hydroxide), N1=CC(=CC=C1)C(=CCOC=1C=C(C(=O)OC)C=CC1)C1=CC=CC=C1 (Methyl 3-[3-(3-pyridyl)-3-phenyl-2-propenyloxy]benzoate), Cl (hydrochloric acid). Procedure details: Methyl 3-[3-(3-pyridyl)-3-phenyl-2-propenyloxy]benzoate (If-56, 1.5 g, 4.35 mmoles) was dissolved in a mixture of water (3 ml) and methanol (10 ml). To the solution was added sodium hydroxide (700 mg, 17.5 mmoles). The mixture was stirred for 2 hours at 60° C., which was then left standing for cooling. To the reaction solution was added water, the pH of which was adjusted to 5 with 1N hydrochloric acid, followed by extraction with ethyl acetate. The organic layer was washed with saturated saline... The yield is 79.8%. Run in O (water), CO (methanol), O (water). Reaction conditions: temperature 60 celsius, time 2 hour. RXN SMILES: [N:1]1[CH:6]=[CH:5][CH:4]=[C:3]([C:7]([C:21]2[CH:26]=[CH:25][CH:24]=[CH:23][CH:22]=2)=[CH:8][CH2:9][O:10][C:11]2[CH:12]=[C:13]([CH:18]=[CH:19][CH:20]=2)[C:14]([O:16]C)=[O:15])[CH:2]=1.[OH-].[Na+].Cl>O.CO>[N:1]1[CH:6]=[CH:5][CH:4]=[C:3]([C:7]([C:21]2[CH:26]=[CH:25][CH:24]=[CH:23][CH:22]=2)=[CH:8][CH2:9][O:10][C:11]2[CH:12]=[C:13]([CH:18]=[CH:19][CH:20]=2)[C:14]([OH:16])=[O:15])[CH:2]=1 |f:1.2|. Yields the product C(=O)C=1C(C(N=C(N1)C1=NC(=CC=C1)C)C)=NOCCCC (6-formyl-O-n-butyloximino-4-methyl-2-(6-methyl-2-pyridyl)-pyrimidine). The reactants are C(=O)C1=CC(=NC(=N1)C1=NC(=CC=C1)C)C (6-formyl-4-methyl-2-(6-methyl-2-pyridyl)pyrimidine), [Cl-].C(CCC)O[NH3+] (O-n-butylhydroxylammonium chloride). Procedure details: If 6-formyl-4-methyl-2-(6-methyl-2-pyridyl)pyrimidine is used instead of 4-formyl-2-(2-pyridyl)pyrimidine and O-n-butylhydroxylammonium chloride instead of hydroxylammonium chloride, 6-formyl-O-n-butyloximino-4-methyl-2-(6-methyl-2-pyridyl)-pyrimidine (compound 133c) is obtained in a corresponding manner. Reaction SMILES: [CH:1]([C:3]1[N:8]=[C:7]([C:9]2[CH:14]=[CH:13][CH:12]=[C:11]([CH3:15])[N:10]=2)[N:6]=[C:5]([CH3:16])[CH:4]=1)=[O:2].[Cl-].[CH2:18]([O:22][NH3+:23])[CH2:19][CH2:20][CH3:21]>>[CH:1]([C:3]1[C:4](=[N:23][O:22][CH2:18][CH2:19][CH2:20][CH3:21])[CH:5]([CH3:16])[N:6]=[C:7]([C:9]2[CH:14]=[CH:13][CH:12]=[C:11]([CH3:15])[N:10]=2)[N:8]=1)=[O:2] |f:1.2|. The product is N[C@H]([C@H](OC=1C=C2C=NN(C2=CC1)C=1C=C(C(=O)OCC(C)C)C=CC1)C=1C=CC2=C(OCOC2)C1)C (Isobutyl 3-(5-((1R,2S)-2-amino-1-(4H-benzo[d][1,3]dioxin-7-yl)propoxy)-1H-indazol-1-yl)benzoate). Reactants: IC=1C=C2C=NN(C2=CC1)C=1C=C(C(=O)OCC(C)C)C=CC1 (isobutyl 3-(5-iodo-1H-indazol-1-yl)benzoate), C([O-])([O-])=O.[Cs+].[Cs+] (cesium carbonate), Cl.N[C@H]([C@H](O)C=1C=CC2=C(OCOC2)C1)C ((1R,2S)-2-amino-1-(4H-benzo[d][1,3]dioxin-7-yl)propan-1-ol hydrochloride), CN(CC(=O)O)C (2-(dimethylamino)acetic acid). The solvent is C(CCC)#N (butyronitrile), C(CCC)#N (butyronitrile). RXN SMILES: C(=O)([O-])[O-].[Cs+].[Cs+].Cl.[NH2:8][C@@H:9]([CH3:22])[C@@H:10]([C:12]1[CH:13]=[CH:14][C:15]2[CH2:20][O:19][CH2:18][O:17][C:16]=2[CH:21]=1)[OH:11].CN(C)CC(O)=O.I[C:31]1[CH:32]=[C:33]2[C:37](=[CH:38][CH:39]=1)[N:36]([C:40]1[CH:41]=[C:42]([CH:50]=[CH:51][CH:52]=1)[C:43]([O:45][CH2:46][CH:47]([CH3:49])[CH3:48])=[O:44])[N:35]=[CH:34]2>C(#N)CCC.[Cu]I>[NH2:8][C@@H:9]([CH3:22])[C@@H:10]([C:12]1[CH:13]=[CH:14][C:15]2[CH2:20][O:19][CH2:18][O:17][C:16]=2[CH:21]=1)[O:11][C:31]1[CH:32]=[C:33]2[C:37](=[CH:38][CH:39]=1)[N:36]([C:40]1[CH:41]=[C:42]([CH:50]=[CH:51][CH:52]=1)[C:43]([O:45][CH2:46][CH:47]([CH3:48])[CH3:49])=[O:44])[N:35]=[CH:34]2 |f:0.1.2,3.4|. Reagents/catalysts: [Cu]I (copper(I) iodide). Yield: 33.9%. Reported procedure: A 250 mL one-neck round bottomed-flask with magnetic stirring and argon atmosphere was charged with cesium carbonate (30.3 g, 93.00 mmol), (1R,2S)-2-amino-1-(4H-benzo[d][1,3]dioxin-7-yl)propan-1-ol hydrochloride (I3) (7.37 g, 30.00 mmol), 2-(dimethylamino)acetic acid (1.547 g, 15.00 mmol), copper(I) iodide (1.428 g, 7.50 mmol) and butyronitrile (72 mL) and heated at 110° C. for 30 min. A solution of isobutyl 3-(5-iodo-1H-indazol-1-yl)benzoate (I1) (12.61 g, 30 mmol) in butyronitrile (12.00 mL) w... Run at temperature 110 celsius, time 3 minute. Starting materials: NC1C=2C=CC=CC2C=2NC(C=3N(C21)C=CN3)=O (10-Amino-5H,10H-imidazo[1,2-a]indeno-[1,2-e]pyrazin-4-one), C(C)(=O)NC1C=2C=CC=CC2C=2NC(C=3N(C21)C=CN3)=O (10-acetamido-5H,10H-imidazo-[1,2-a]indeno[1,2-e]pyrazin-4-one), Cl (hydrochloric acid). Solvent: O (water), CO (methanol). Reaction conditions: temperature 20 celsius, time 2 hour. The product is Cl.NC1C=2C=CC=CC2C=2NC(C=3N(C21)C=CN3)=O (10-amino-5H,10H-imidazo[1,2-a]indeno-[1,2-e]pyrazin-4-one hydrochloride). As a reaction SMILES: [NH2:1][CH:2]1[C:14]2[N:13]3[CH:15]=[CH:16][N:17]=[C:12]3[C:11](=[O:18])[NH:10][C:9]=2[C:8]2[CH:7]=[CH:6][CH:5]=[CH:4][C:3]1=2.C(NC1C2N3C=CN=C3C(=O)NC=2C2C=CC=CC1=2)(=O)C.[ClH:40]>O.CO>[ClH:40].[NH2:1][CH:2]1[C:14]2[N:13]3[CH:15]=[CH:16][N:17]=[C:12]3[C:11](=[O:18])[NH:10][C:9]=2[C:8]2[CH:7]=[CH:6][CH:5]=[CH:4][C:3]1=2 |f:5.6|. Procedure details: 10-Amino-5H,10H-imidazo[1,2-a]indeno-[1,2-e]pyrazin-4-one may be prepared in the following way: a solution of 12.9 g of 10-acetamido-5H,10H-imidazo-[1,2-a]indeno[1,2-e]pyrazin-4-one in 650 ml of aqueous 2N hydrochloric acid solution is heated to boiling for 2 hours, cooled and then concentrated to dryness under reduced pressure (15 mmHg; 2 kPa) at 80° C. 4 g (out of the 14.8 g obtained in total) are dissolved in 250 ml of distilled water and the solution is stirred for 16 hours at a temperature ... The reactants are C1CCOC1, CC(C)[N-]C(C)C, [Li]CCCC, COc1ccc(C)nc1, CI, CC(C)NC(C)C, [Li+]. Yields the product CCc1ccc(OC)cn1. Reaction SMILES: [CH2:32]1[O:33][CH2:34][CH2:35][CH2:36]1.[CH3:11][CH:12]([N-:13][CH:14]([CH3:15])[CH3:16])[CH3:17].[CH3:18][CH2:19][CH2:20][CH2:21][Li:22].[CH3:1][O:2][c:3]1[cH:4][cH:5][c:6]([CH3:9])[n:7][cH:8]1.[CH3:30][I:31].[CH:23]([NH:24][CH:25]([CH3:26])[CH3:27])([CH3:28])[CH3:29].[Li+:10]>>[CH3:1][O:2][c:3]1[cH:4][cH:5][c:6]([CH2:9][CH3:11])[n:7][cH:8]1. Starting materials: FC=1C=C(C=C(C1)C1(CCOCC1)C(=O)N)OCC1=CC=C(C=C1)N1C(=NC=C1)C (4-[5-Fluoro-3-[4-(2-methylimidazol-1-yl)benzyloxy]phenyl]-3,4,5,6-tetrahydro-2H-pyran-4-carboxamide), P12(=S)SP3(=S)SP(=S)(S1)SP(=S)(S2)S3 (phosphorus pentasulfide), C([O-])(O)=O.[Na+] (sodium bicarbonate). Solvent: C1CCOC1 (THF). Conditions: temperature 40 celsius. Product: FC=1C=C(C=C(C1)C1(CCOCC1)C(N)=S)OCC1=CC=C(C=C1)N1C(=NC=C1)C (4-[5-Fluoro-3-[4-(2-methylimidazol-1-yl)benzyloxy]phenyl]-3,4,5,6-tetrahydro-2H-pyran-4-thiocarboxamide). RXN SMILES: [F:1][C:2]1[CH:3]=[C:4]([O:17][CH2:18][C:19]2[CH:24]=[CH:23][C:22]([N:25]3[CH:29]=[CH:28][N:27]=[C:26]3[CH3:30])=[CH:21][CH:20]=2)[CH:5]=[C:6]([C:8]2([C:14]([NH2:16])=O)[CH2:13][CH2:12][O:11][CH2:10][CH2:9]2)[CH:7]=1.P12(SP3(SP(SP(S3)(S1)=S)(=S)S2)=S)=[S:32].C(=O)(O)[O-].[Na+]>C1COCC1>[F:1][C:2]1[CH:3]=[C:4]([O:17][CH2:18][C:19]2[CH:24]=[CH:23][C:22]([N:25]3[CH:29]=[CH:28][N:27]=[C:26]3[CH3:30])=[CH:21][CH:20]=2)[CH:5]=[C:6]([C:8]2([C:14](=[S:32])[NH2:16])[CH2:13][CH2:12][O:11][CH2:10][CH2:9]2)[CH:7]=1 |f:2.3|. Procedure: To a stirred solution of 4-[5-fluoro-3-[4-(2-methylimidazol-1-yl)benzyloxy]-phenyl]-3,4,5,6-tetrahydro-2H-pyran-4-carboxamide (Example 5) in THF (10 ml) was added phosphorus pentasulfide (236 mg, 0.53 mmol) and sodium bicarbonate (176 mg, 2.1 mmol). The resulting mixture was heated at 40° C. for 4 hr. The mixture was concentrated in vacuo. To the residue was added water (100 ml) and the mixture was extracted with dichloromethane (2×100 ml). The combined organic extracts were dried over sodium su... The reactants are BrC1=CC(=C(C(=C1)C)C(CO)(F)F)C (2-(4-Bromo-2,6-dimethylphenyl)-2,2-difluoroethanol), N1C=NC=C1 (imidazole), C(C)(C)(C)[Si](Cl)(C)C (tert-butyl dimethylchlorosilane). The solvent is CCOC(=O)C (EtOAc), C(=O)(O)[O-].[Na+] (NaHCO3), CN(C)C=O (DMF). Reaction conditions: time 8 hour. The product is BrC1=CC(=C(C(=C1)C)C(CO[Si](C)(C)C(C)(C)C)(F)F)C ((2-(4-Bromo-2,6-dimethylphenyl)-2,2-difluoroethoxy)(tert-butyl)dimethylsilane). Yield: 66.7%. Reaction SMILES: [Br:1][C:2]1[CH:7]=[C:6]([CH3:8])[C:5]([C:9]([F:13])([F:12])[CH2:10][OH:11])=[C:4]([CH3:14])[CH:3]=1.N1C=CN=C1.[C:20]([Si:24]([CH3:27])([CH3:26])Cl)([CH3:23])([CH3:22])[CH3:21]>CN(C=O)C.CCOC(C)=O.C([O-])(O)=O.[Na+]>[Br:1][C:2]1[CH:3]=[C:4]([CH3:14])[C:5]([C:9]([F:12])([F:13])[CH2:10][O:11][Si:24]([C:20]([CH3:23])([CH3:22])[CH3:21])([CH3:27])[CH3:26])=[C:6]([CH3:8])[CH:7]=1 |f:5.6|. Procedure details: To a solution of Intermediate 7B (2.68 g, 10.11 mmol) and imidazole (1.376 g, 20.22 mmol) in DMF (30 ml) was added tert-butyl dimethylchlorosilane (1.828 g, 12.13 mmol). The mixture was stirred at rt overnight, diluted with EtOAc and sat. NaHCO3. The organic layer was extracted by EtOAc (3×20 ml). The combined organic layer was washed with water and brine, dried (MgSO4) and concentrated. The crude product was purified by flash chromatography to give Intermediate 7C (2.56 g, 66.8% yield) as a col... The reactants are ClC1=CC(=CC=C1)C(=O)OO (3-chloroperbenzoic acid), NC=1SC(=CN1)SC=1C=NC=CC1 (2-amino-5-(3-pyridylthio)thiazole), C(C)O (ethanol). The solvent is ClCCl (dichloromethane), ClCCl (dichloromethane), C(Cl)(Cl)Cl (chloroform). Product: NC=1SC(=CN1)S(=O)C=1C=NC=CC1 (2-amino-5-(3-pyridylsulfinyl)thiazole). The yield is 37.2%. Reaction SMILES: [NH2:1][C:2]1[S:3][C:4]([S:7][C:8]2[CH:9]=[N:10][CH:11]=[CH:12][CH:13]=2)=[CH:5][N:6]=1.ClC1C=CC=C(C(OO)=[O:22])C=1.C(O)C>ClCCl.C(Cl)(Cl)Cl>[NH2:1][C:2]1[S:3][C:4]([S:7]([C:8]2[CH:9]=[N:10][CH:11]=[CH:12][CH:13]=2)=[O:22])=[CH:5][N:6]=1. Reported procedure: To a mixture of 2-amino-5-(3-pyridylthio)thiazole (3.0 g) in a mixture of dichloromethane (100 ml) and chloroform (100 ml) was added dropwise the solution of 3-chloroperbenzoic acid (3.4 g) in dichloromethane (50 ml) at 5° C. with stirring. The mixture was stirred at 5° C. for hours. The reaction mixture was washed with aqueous sodium bicarbonate and the aqueous layer was extracted with a mixture of tetrahydrofuran and ethyl acetate (1:1), washed with aqueous saturated sodium chloride and dried ...